Dataset: the Open Reaction Database (ORD), a public repository of structured organic reaction records. Task: describe an organic reaction: reactants, conditions, products, and yield The reactants are CCO, Cl, CC(=O)Nc1ccc(S(=O)(=O)Nc2ccccc2)cc1. Product: Nc1ccc(S(=O)(=O)Nc2ccccc2)cc1. As a reaction SMILES: [CH3:22][CH2:23][OH:24].[ClH:1].[c:2]1([NH:8][S:9](=[O:10])(=[O:11])[c:12]2[cH:13][cH:14][c:15]([NH:18][C:19](=[O:20])[CH3:21])[cH:16][cH:17]2)[cH:3][cH:4][cH:5][cH:6][cH:7]1>>[c:2]1([NH:8][S:9](=[O:10])(=[O:11])[c:12]2[cH:13][cH:14][c:15]([NH2:18])[cH:16][cH:17]2)[cH:3][cH:4][cH:5][cH:6][cH:7]1.